Dataset: the Open Reaction Database (ORD), a public repository of structured organic reaction records. Task: describe an organic reaction: reactants, conditions, products, and yield The reactants are C1(CC1)CC(=O)O (cyclopropylacetic acid), solid, Cl.N[C@@H](C)C(=O)NC1C(N(C2=C(N(C1=O)CC(C)C)C=CC=C2)CC(C)C)=O (3-(L-alaninyl)amino-2,4-dioxo-1,5-bis-(2-methylpropyl)-2,3,4,5-tetrahydro-1H-1,5-benzodiazepine hydrochloride). Product: C1(CC1)CC(=O)N[C@@H](C)C(=O)C1(C(N(C2=C(N(C1=O)CC(C)C)C=CC=C2)CC(C)C)=O)N (3-[N′-(Cyclopropylacetyl)-L-alaninyl]-amino-2,4-dioxo-1,5-bis-(2-methylpropyl)-2,3,4,5-tetrahydro-1H-1,5-benzodiazepine). RXN SMILES: [CH:1]1([CH2:4][C:5]([OH:7])=O)[CH2:3][CH2:2]1.Cl.N[C@H](C([NH:14][CH:15]1[C:21](=[O:22])[N:20]([CH2:23][CH:24]([CH3:26])[CH3:25])[C:19]2[CH:27]=[CH:28][CH:29]=[CH:30][C:18]=2[N:17]([CH2:31][CH:32]([CH3:34])[CH3:33])[C:16]1=[O:35])=O)C>>[CH:1]1([CH2:4][C:5]([NH:14][C@H:15]([C:21]([C:15]2([NH2:14])[C:21](=[O:22])[N:20]([CH2:23][CH:24]([CH3:26])[CH3:25])[C:19]3[CH:27]=[CH:28][CH:29]=[CH:30][C:18]=3[N:17]([CH2:31][CH:32]([CH3:34])[CH3:33])[C:16]2=[O:35])=[O:22])[CH3:16])=[O:7])[CH2:2][CH2:3]1 |f:1.2|. Reported procedure: Following General Procedure I above using cyclopropylacetic acid (Lancaster) and 3-(L-alaninyl)amino-2,4-dioxo-1,5-bis-(2-methylpropyl)-2,3,4,5-tetrahydro-1H-1,5-benzodiazepine hydrochloride (Example 8-S), the title compound was prepared as a white solid (melting point=190-191° C.). Purification was by flash chromatography eluting with CH2Cl2/EtOAc (1:1 gradient to 3:4) and a second flash chromatography eluting with EtOAc/Toluene (7:3). Rf=0.28 (EtOAc/Toluene, 7:3). Product: FC1=CC(=C(C(=C1)NC(C(F)(F)F)=O)C#C[C@@]1(N(CCC1)C(=O)OCC1=CC=CC=C1)C)C(=O)OC ((R)-benzyl 2-((4-fluoro-2-(methoxycarbonyl)-6-(2,2,2trifluoroacetamido)phenyl)ethynyl)-2-methylpyrrolidine-1-carboxylate). The reagents and catalysts are Cl[Pd]([P](C1=CC=CC=C1)(C2=CC=CC=C2)C3=CC=CC=C3)([P](C4=CC=CC=C4)(C5=CC=CC=C5)C6=CC=CC=C6)Cl ((PPh3)2PdCl2), [Cu]I (copper(I) iodide). Yield: 51.8%. As a reaction SMILES: Br[C:2]1[C:11]([NH:12][C:13](=[O:18])[C:14]([F:17])([F:16])[F:15])=[CH:10][C:9]([F:19])=[CH:8][C:3]=1[C:4]([O:6][CH3:7])=[O:5].[C:20]([C@@:22]1([CH3:37])[CH2:26][CH2:25][CH2:24][N:23]1[C:27]([O:29][CH2:30][C:31]1[CH:36]=[CH:35][CH:34]=[CH:33][CH:32]=1)=[O:28])#[CH:21].CN(C)C(=N)N(C)C>CN(C=O)C.CC(=O)OCC.O.Cl[Pd](Cl)([P](C1C=CC=CC=1)(C1C=CC=CC=1)C1C=CC=CC=1)[P](C1C=CC=CC=1)(C1C=CC=CC=1)C1C=CC=CC=1.[Cu]I>[F:19][C:9]1[CH:10]=[C:11]([NH:12][C:13](=[O:18])[C:14]([F:17])([F:16])[F:15])[C:2]([C:21]#[C:20][C@@:22]2([CH3:37])[CH2:26][CH2:25][CH2:24][N:23]2[C:27]([O:29][CH2:30][C:31]2[CH:32]=[CH:33][CH:34]=[CH:35][CH:36]=2)=[O:28])=[C:3]([C:4]([O:6][CH3:7])=[O:5])[CH:8]=1 |^1:60,79|. Reported procedure: A mixture of methyl 2-bromo-5-fluoro-3-(2,2,2-trifluoroacetamido)benzoate (27.52 g, 80 mmol), (PPh3)2PdCl2 (2.8 g, 4 mmol), (R)-benzyl 2-ethynyl-2-methylpyrrolidine-1-carboxylate (19.44 g, 80 mmol), copper(I) iodide (764 mg, 4 mmol) and tetramethylguanidine (27.6 g, 240 mmol) in DMF (200 mL) was heated at 80° C. with nitrogen protection system for 16 hours. The cooled reaction mixture was diluted with EA (3×200 mL) and water (800 mL). The organic layer was separated, washed with water (2×200 mL)... The reactants are BrC1=C(C(=O)OC)C=C(C=C1NC(C(F)(F)F)=O)F (methyl 2-bromo-5-fluoro-3-(2,2,2-trifluoroacetamido)benzoate), C(#C)[C@@]1(N(CCC1)C(=O)OCC1=CC=CC=C1)C ((R)-benzyl 2-ethynyl-2-methylpyrrolidine-1-carboxylate), CN(C(N(C)C)=N)C (tetramethylguanidine). Solvent: CC(OCC)=O (EA), O (water), CN(C)C=O (DMF). Reaction conditions: temperature 80 celsius.